describe an organic reaction: reactants, conditions, products, and yield From a dataset of the Open Reaction Database (ORD), a public repository of structured organic reaction records. The reactants are solution, Cl (hydrogen chloride), C(C)N1CCC(CC1)CCOC1=C(C=C(C=C1)C=1C2=C(N=C(N1)C#N)N(C=C2)CCOC)C(F)(F)F (4-{4-[2-(1-ethylpiperidin-4-yl)ethoxy]-3-(trifluoromethyl)phenyl}-7-(2-methoxyethyl)-7H-pyrrolo[2,3-d]pyrimidine-2-carbonitrile). Run in CCOC(=O)C (EtOAc), C(Cl)Cl (CH2Cl2). Reaction conditions: time 0.5 hour. Product: Cl.C(C)N1CCC(CC1)CCOC1=C(C=C(C=C1)C=1C2=C(N=C(N1)C#N)N(C=C2)CCOC)C(F)(F)F (4-{4-[2-(1-ethylpiperidin-4-yl)ethoxy]-3-(trifluoromethyl)phenyl}-7-(2-methoxyethyl)-7H-pyrrolo[2,3-d]pyrimidine-2-carbonitrile monohydrochloride). Reaction SMILES: [ClH:1].[CH2:2]([N:4]1[CH2:9][CH2:8][CH:7]([CH2:10][CH2:11][O:12][C:13]2[CH:18]=[CH:17][C:16]([C:19]3[C:20]4[CH:29]=[CH:28][N:27]([CH2:30][CH2:31][O:32][CH3:33])[C:21]=4[N:22]=[C:23]([C:25]#[N:26])[N:24]=3)=[CH:15][C:14]=2[C:34]([F:37])([F:36])[F:35])[CH2:6][CH2:5]1)[CH3:3]>CCOC(C)=O.C(Cl)Cl>[ClH:1].[CH2:2]([N:4]1[CH2:9][CH2:8][CH:7]([CH2:10][CH2:11][O:12][C:13]2[CH:18]=[CH:17][C:16]([C:19]3[C:20]4[CH:29]=[CH:28][N:27]([CH2:30][CH2:31][O:32][CH3:33])[C:21]=4[N:22]=[C:23]([C:25]#[N:26])[N:24]=3)=[CH:15][C:14]=2[C:34]([F:36])([F:37])[F:35])[CH2:6][CH2:5]1)[CH3:3] |f:4.5|. Procedure: A 4 M solution of hydrogen chloride in EtOAc (0.12 mL) was added to a solution of 4-{4-[2-(1-ethylpiperidin-4-yl)ethoxy]-3-(trifluoromethyl)phenyl}-7-(2-methoxyethyl)-7H-pyrrolo[2,3-d]pyrimidine-2-carbonitrile (80 mg) in CH2Cl2 (1.5 mL) at room temperature, and the mixture was stirred at the same temperature for 0.5 hours. The reaction mixture was concentrated under reduced pressure, and diisopropyl ether was added to the residue. The precipitate was washed with diisopropyl ether, and collected ...